Task: describe an organic reaction: reactants, conditions, products, and yield. Dataset: the Open Reaction Database (ORD), a public repository of structured organic reaction records Starting materials: C#C[Mg+], C1CCOC1, CCOCC, [Cl-], [Cl-], [NH4+], O=C1CCOCC1. Yields the product C#CC1(O)CCOCC1. RXN SMILES: [C:2](#[CH:3])[Mg+:4].[CH2:5]1[O:6][CH2:7][CH2:8][CH2:9]1.[CH3:19][CH2:20][O:21][CH2:22][CH3:23].[Cl-:17].[Cl-:1].[NH4+:18].[O:10]1[CH2:11][CH2:12][C:13](=[O:16])[CH2:14][CH2:15]1>>[C:2](#[CH:3])[C:13]1([OH:16])[CH2:12][CH2:11][O:10][CH2:15][CH2:14]1. Reactants: NC1=C(C=CC=C1)C=1NC2=CC=CC=C2C1 (2-(2-aminophenyl) indole), C(CCC1=CC=CC=C1)(=O)O (hydrocinnamic acid). Yields the product N1C(=CC2=CC=CC=C12)C1=C(C=CC=C1)NC(CCC1=CC=CC=C1)=O (N-[2-(1H-Indol-2-yl)-phenyl]-3-phenyl-propionamide). Isolated yield 54.0%. Reaction SMILES: [NH2:1][C:2]1[CH:7]=[CH:6][CH:5]=[CH:4][C:3]=1[C:8]1[NH:9][C:10]2[C:15]([CH:16]=1)=[CH:14][CH:13]=[CH:12][CH:11]=2.[C:17](O)(=[O:26])[CH2:18][CH2:19][C:20]1[CH:25]=[CH:24][CH:23]=[CH:22][CH:21]=1>>[NH:9]1[C:10]2[C:15](=[CH:14][CH:13]=[CH:12][CH:11]=2)[CH:16]=[C:8]1[C:3]1[CH:4]=[CH:5][CH:6]=[CH:7][C:2]=1[NH:1][C:17](=[O:26])[CH2:18][CH2:19][C:20]1[CH:25]=[CH:24][CH:23]=[CH:22][CH:21]=1. Procedure details: Prepared from 2-(2-aminophenyl) indole and hydrocinnamic acid in 54% yield following procedure 1. The product was crystallized from methanol. 99% Purity by LC/MS (230 DAD), Mass-spec [M+H+]=341, 1H NMR (DMSO-d6): 2.65 t, 7.5 Hz (2H), 2.91 t, 7.5 Hz (2H), 6.50 s (1H), 7.00 t, 7 Hz (1H), 7.10 t, 7 Hz (1H), 7.19–7.34 m (7H), 7.39 d, 8 Hz (1H), 7.51 d, 8 Hz (1H), 7.60–7.62 m (2H), 9.39 s (1H), 11.32 s (1H). The reactants are N#Cc1ccc2nc(C(=O)NCc3cccc(NC(=O)CCc4ncn(C(c5ccccc5)(c5ccccc5)c5ccccc5)n4)c3)[nH]c(=O)c2c1, CC[SiH](CC)CC, ClCCl, O=C(O)C(F)(F)F. Yields the product N#Cc1ccc2nc(C(=O)NCc3cccc(NC(=O)CCc4nc[nH]n4)c3)[nH]c(=O)c2c1. Reaction SMILES: [C:1](#[N:2])[c:3]1[cH:4][c:5]2[c:6](=[O:52])[nH:7][c:8]([C:13](=[O:14])[NH:15][CH2:16][c:17]3[cH:18][c:19]([NH:23][C:24]([CH2:25][CH2:26][c:27]4[n:28][n:29]([C:32]([c:33]5[cH:34][cH:35][cH:36][cH:37][cH:38]5)([c:39]5[cH:40][cH:41][cH:42][cH:43][cH:44]5)[c:45]5[cH:46][cH:47][cH:48][cH:49][cH:50]5)[cH:30][n:31]4)=[O:51])[cH:20][cH:21][cH:22]3)[n:9][c:10]2[cH:11][cH:12]1.[CH2:53]([SiH:54]([CH2:55][CH3:56])[CH2:57][CH3:58])[CH3:59].[Cl:67][CH2:68][Cl:69].[OH:60][C:61]([C:62]([F:63])([F:64])[F:65])=[O:66]>>[C:1](#[N:2])[c:3]1[cH:4][c:5]2[c:6](=[O:52])[nH:7][c:8]([C:13](=[O:14])[NH:15][CH2:16][c:17]3[cH:18][c:19]([NH:23][C:24]([CH2:25][CH2:26][c:27]4[n:28][nH:29][cH:30][n:31]4)=[O:51])[cH:20][cH:21][cH:22]3)[n:9][c:10]2[cH:11][cH:12]1.